From a dataset of the Open Reaction Database (ORD), a public repository of structured organic reaction records. describe an organic reaction: reactants, conditions, products, and yield Starting materials: CCOCC, COC(=O)c1cccc(C(=O)N2CCC(CCN3C4CCC3CC(n3c(C)nc5ccccc53)C4)(c3cccc(C)c3)CC2)c1, CO, Cl, Cl, [Na+], [OH-]. Yields the product Cc1cccc(C2(CCN3C4CCC3CC(n3c(C)nc5ccccc53)C4)CCN(C(=O)c3cccc(C(=O)O)c3)CC2)c1. RXN SMILES: [CH2:52]([O:53][CH2:54][CH3:55])[CH3:56].[CH3:2][c:3]1[n:4][c:5]2[c:6]([n:7]1[CH:8]1[CH2:9][CH:10]3[CH2:11][CH2:12][CH:13]([CH2:14]1)[N:15]3[CH2:16][CH2:17][C:18]1([c:36]3[cH:37][c:38]([CH3:42])[cH:39][cH:40][cH:41]3)[CH2:19][CH2:20][N:21]([C:24](=[O:25])[c:26]3[cH:27][c:28]([C:29](=[O:30])[O:31][CH3:32])[cH:33][cH:34][cH:35]3)[CH2:22][CH2:23]1)[cH:43][cH:44][cH:45][cH:46]2.[CH3:50][OH:51].[ClH:1].[ClH:49].[Na+:48].[OH-:47]>>[CH3:2][c:3]1[n:4][c:5]2[c:6]([n:7]1[CH:8]1[CH2:9][CH:10]3[CH2:11][CH2:12][CH:13]([CH2:14]1)[N:15]3[CH2:16][CH2:17][C:18]1([c:36]3[cH:37][c:38]([CH3:42])[cH:39][cH:40][cH:41]3)[CH2:19][CH2:20][N:21]([C:24](=[O:25])[c:26]3[cH:27][c:28]([C:29](=[O:30])[OH:31])[cH:33][cH:34][cH:35]3)[CH2:22][CH2:23]1)[cH:43][cH:44][cH:45][cH:46]2. Reactants: COC1=C(CNC2=NC=NS2)C=CC(=C1)OC (N-(2,4-dimethoxybenzyl)-1,2,4-thiadiazol-5-amine), S1N=CN=C1N (1,2,4-thiadiazol-5-amine), S1C(=NC=C1)N (thiazole-2-amine). The product is COC1=CC=C(CNC=2SC=CN2)C=C1 (N-(4-methoxybenzyl)thiazol-2-amine). RXN SMILES: CO[C:3]1[CH:15]=[C:14]([O:16][CH3:17])[CH:13]=[CH:12][C:4]=1[CH2:5][NH:6][C:7]1[S:11]N=[CH:9][N:8]=1.S1C(N)=N[CH:20]=N1.S1C=CN=C1N>>[CH3:17][O:16][C:14]1[CH:13]=[CH:12][C:4]([CH2:5][NH:6][C:7]2[S:11][CH:20]=[CH:9][N:8]=2)=[CH:3][CH:15]=1. Reported procedure: N-(4-methoxybenzyl)thiazol-2-amine (INTERMEDIATE W) was prepared in a manner analogous to INTERMEDIATE A wherein 1,2,4-thiadiazol-5-amine was replaced with thiazole-2-amine Reactants: C(C)C1=C(C(=CC=C1)CC)C1=NC(=C(C(=N1)OC)C(CCC)(CCC)O)C (4-[2-(2,6-diethylphenyl)-4-methoxy-6-methylpyrimidin-5-yl]heptan-4-ol), O=S(Cl)Cl (SOCl2). Run in N1=CC=CC=C1 (pyridine). Run at time 3 hour. Product: C(C)C1=C(C(=CC=C1)CC)C1=NC(=C(C(=N1)OC)C(=CCC)CCC)C (2-(2,6-diethylphenyl)-4-methoxy-6-methyl-5-(1-propylbutenyl)pyrimidine). As a reaction SMILES: [CH2:1]([C:3]1[CH:8]=[CH:7][CH:6]=[C:5]([CH2:9][CH3:10])[C:4]=1[C:11]1[N:16]=[C:15]([O:17][CH3:18])[C:14]([C:19](O)([CH2:23][CH2:24][CH3:25])[CH2:20][CH2:21][CH3:22])=[C:13]([CH3:27])[N:12]=1)[CH3:2].O=S(Cl)Cl>N1C=CC=CC=1>[CH2:9]([C:5]1[CH:6]=[CH:7][CH:8]=[C:3]([CH2:1][CH3:2])[C:4]=1[C:11]1[N:16]=[C:15]([O:17][CH3:18])[C:14]([C:19]([CH2:23][CH2:24][CH3:25])=[CH:20][CH2:21][CH3:22])=[C:13]([CH3:27])[N:12]=1)[CH3:10]. Procedure: To a solution of 4-[2-(2,6-diethylphenyl)-4-methoxy-6-methylpyrimidin-5-yl]heptan-4-ol (0.6 g, 1.7 mmol) in anhydrous pyridine (10 mL) is added 1.5 mL of SOCl2 dropwise under nitrogen. The reaction mixture is stirred at room temperature for 3 h, quenched with a saturated aqueous NaHCO3 solution and extracted with DCM. The organic layer is washed with water, brine, dried over Na2SO4, and concentrated. The residue is purified by flash chromatography eluting with 10% EtOAc-hexanes to afford the tit... The reactants are C(C)OC1=NC=NC2=C1N=C(N=C2N2CCOCC2)Cl (8-ethoxy-2-chloro-4-morpholino-pyrimido-[5,4-d]-pyrimidine), N1CCNCC1 (piperazine). Product: C(C)OC1=NC=NC2=C1N=C(N=C2N2CCOCC2)N2CCNCC2 (8-Ethoxy-4-morpholino-2-piperazino-pyrimido-[5,4-d]-pyrimidine). RXN SMILES: [CH2:1]([O:3][C:4]1[C:9]2[N:10]=[C:11](Cl)[N:12]=[C:13]([N:14]3[CH2:19][CH2:18][O:17][CH2:16][CH2:15]3)[C:8]=2[N:7]=[CH:6][N:5]=1)[CH3:2].[NH:21]1[CH2:26][CH2:25][NH:24][CH2:23][CH2:22]1>>[CH2:1]([O:3][C:4]1[C:9]2[N:10]=[C:11]([N:21]3[CH2:26][CH2:25][NH:24][CH2:23][CH2:22]3)[N:12]=[C:13]([N:14]3[CH2:19][CH2:18][O:17][CH2:16][CH2:15]3)[C:8]=2[N:7]=[CH:6][N:5]=1)[CH3:2]. Procedure details: This compound was prepared analogous to Example 2 from 8-ethoxy-2-chloro-4-morpholino-pyrimido-[5,4-d]-pyrimidine (m.p.: 153°-155° C.) and piperazine.